Dataset: the Open Reaction Database (ORD), a public repository of structured organic reaction records. Task: describe an organic reaction: reactants, conditions, products, and yield Reactants: ClC1=C(C(=O)OC(C)C)C=C(C(=C1)F)N1C(NC(=C(C1=O)F)C(F)(F)F)=O (isopropyl 2-chloro-4-fluoro-5-[3,6-dihydro-5-fluoro-4-trifluoromethyl-2,6-dioxo-1(2H)-pyrimidinyl]-benzoate), S(=O)(=O)(OC)OC (dimethyl sulphate). Run in CN(C=O)C (dimethylformamide). Yields the product ClC1=C(C(=O)OC(C)C)C=C(C(=C1)F)N1C(N(C(=C(C1=O)F)C(F)(F)F)C)=O (isopropyl 2-chloro-4-fluoro-5-[3,6-dihydro-5-fluoro-3-methyl-4-trifluoromethyl-2,6-dioxo-1(2H)-pyrimidinyl]-benzoate). As a reaction SMILES: [Cl:1][C:2]1[CH:13]=[C:12]([F:14])[C:11]([N:15]2[C:20](=[O:21])[C:19]([F:22])=[C:18]([C:23]([F:26])([F:25])[F:24])[NH:17][C:16]2=[O:27])=[CH:10][C:3]=1[C:4]([O:6][CH:7]([CH3:9])[CH3:8])=[O:5].S(OC)(O[CH3:32])(=O)=O>CN(C)C=O>[Cl:1][C:2]1[CH:13]=[C:12]([F:14])[C:11]([N:15]2[C:20](=[O:21])[C:19]([F:22])=[C:18]([C:23]([F:24])([F:25])[F:26])[N:17]([CH3:32])[C:16]2=[O:27])=[CH:10][C:3]=1[C:4]([O:6][CH:7]([CH3:9])[CH3:8])=[O:5]. Procedure: using isopropyl 2-chloro-4-fluoro-5-[3,6-dihydro-5-fluoro-4-trifluoromethyl-2,6-dioxo-1(2H)-pyrimidinyl]-benzoate and dimethyl sulphate in dimethylformamide there is obtained isopropyl 2-chloro-4-fluoro-5-[3,6-dihydro-5-fluoro-3-methyl-4-trifluoromethyl-2,6-dioxo-1(2H)-pyrimidinyl]-benzoate, m.p. 66°-68° C., The reactants are [OH-].[Na+] (NaOH), S(=O)(=O)(OCCC(O[C@@H]1OCCCC1)C)C1=CC=C(C)C=C1 ((2S)-methyl-3-tetrahydropyranyloxypropyl tosylate), C1(=CC=CC=C1)S (PhSH), Na. Run in CCO (EtOH), CCO (EtOH). The product is O1[C@H](CCCC1)OC(CCSC1=CC=CC=C1)C ((2S)-methyl-3-phenylthio-1-propanol tetrahydropyranyl ether). RXN SMILES: S(C1C=CC(C)=CC=1)(O[CH2:5][CH2:6][CH:7]([CH3:15])[O:8][C@H:9]1[CH2:14][CH2:13][CH2:12][CH2:11][O:10]1)(=O)=O.[C:23]1([SH:29])[CH:28]=[CH:27][CH:26]=[CH:25][CH:24]=1.[OH-].[Na+]>CCO>[O:10]1[CH2:11][CH2:12][CH2:13][CH2:14][C@@H:9]1[O:8][CH:7]([CH3:15])[CH2:6][CH2:5][S:29][C:23]1[CH:28]=[CH:27][CH:26]=[CH:25][CH:24]=1 |f:2.3|. Procedure: A solution of (2) (27.5 g) in EtOH (46 ml) was added dropwise during 10 min to a solution of PhSNa prepared from PhSH (11.2 ml) and Na (3.01 g) in EtOH (130 ml) with stirring at room temperature. The mixture was stirred and heated under reflux for 2.5 hr. The mixture was poured into iced 2N aqueous NaOH and extracted with ether. The ether solution was washed with brine, dried over MgSO4 and concentrated in vacuo to give 22.3 g of (3).